From a dataset of the Open Reaction Database (ORD), a public repository of structured organic reaction records. describe an organic reaction: reactants, conditions, products, and yield Reactants: O=C1COC2=C(SC1C(=O)OC)C=CC=C2 (methyl 3-oxo-3,4-dihydro-2H-1,5-benzoxathiepin-4-carboxylate), C1(=CC=CC=C1)N1CCN(CC1)CCCCl (3-(4-phenylpiperazin-1-yl)propyl chloride). Yields the product O=C1C(OC2=C(SC1C(=O)OC)C=CC=C2)CCCN2CCN(CC2)C2=CC=CC=C2 (methyl 3-oxo-[3-(4-phenylpiperazin-1-yl)propyl]-3,4-dihydro-2H-1,5-benzoxathiepin-4-carboxylate), hydrochloride salt. RXN SMILES: [O:1]=[C:2]1[CH:8]([C:9]([O:11][CH3:12])=[O:10])[S:7][C:6]2[CH:13]=[CH:14][CH:15]=[CH:16][C:5]=2[O:4][CH2:3]1.[C:17]1([N:23]2[CH2:28][CH2:27][N:26]([CH2:29][CH2:30][CH2:31]Cl)[CH2:25][CH2:24]2)[CH:22]=[CH:21][CH:20]=[CH:19][CH:18]=1>>[O:1]=[C:2]1[CH:8]([C:9]([O:11][CH3:12])=[O:10])[S:7][C:6]2[CH:13]=[CH:14][CH:15]=[CH:16][C:5]=2[O:4][CH:3]1[CH2:31][CH2:30][CH2:29][N:26]1[CH2:27][CH2:28][N:23]([C:17]2[CH:22]=[CH:21][CH:20]=[CH:19][CH:18]=2)[CH2:24][CH2:25]1. Reported procedure: By the same procedure as described in Example 1, methyl 3-oxo-3,4-dihydro-2H-1,5-benzoxathiepin-4-carboxylate as obtained in Reference Example 24 is allowed to undergo condensation with 3-(4-phenylpiperazin-1-yl)propyl chloride, and methyl 3-oxo-[3-(4-phenylpiperazin-1-yl)propyl]-3,4-dihydro-2H-1,5-benzoxathiepin-4-carboxylate is isolated as the hydrochloride salt. Recrystallization from methanol produces white crystals, m.p. of 176°-178° C.